This data is from the Open Reaction Database (ORD), a public repository of structured organic reaction records. The task is: describe an organic reaction: reactants, conditions, products, and yield Reactants: C1(=CC=CC=C1)CCOC1=CC=C(C=O)C=C1 (4-(2-phenylethoxy)benzaldehyde), S(=O)(Cl)Cl (thionyl chloride), CC(CC(C)=O)=O (2,4-pentanedione), FC(C(=O)O)(F)F (trifluoroacetic acid). Product: C1(=CC=CC=C1)CCOC1=CC=C(C=C1)C=CC(CC(C)=O)=O ([(4-(2-Phenylethoxy)phenyl]methylene]-2,4-pentanedione). RXN SMILES: [C:1]1([CH2:7][CH2:8][O:9][C:10]2[CH:17]=[CH:16][C:13]([CH:14]=O)=[CH:12][CH:11]=2)[CH:6]=[CH:5][CH:4]=[CH:3][CH:2]=1.[CH3:18][C:19](=[O:24])[CH2:20][C:21](=[O:23])[CH3:22].FC(F)(F)C(O)=O.S(Cl)(Cl)=O>>[C:1]1([CH2:7][CH2:8][O:9][C:10]2[CH:17]=[CH:16][C:13]([CH:14]=[CH:18][C:19](=[O:24])[CH2:20][C:21](=[O:23])[CH3:22])=[CH:12][CH:11]=2)[CH:6]=[CH:5][CH:4]=[CH:3][CH:2]=1. Procedure: The procedure described in example 8 was repeated by using 5.9 g of 4-(2-phenylethoxy)benzaldehyde, 3.9 ml of 2,4-pentanedione, 26 ml of trifluoroacetic acid and 2.1 ml of thionyl chloride. Yield 4.7 91 an viscous oil. Reactants: cuprous iodide, C1(=CC=CC=C1)P(C1=CC=CC=C1)C1=CC=CC=C1 (triphenylphosphine), C1(CCCC1)OC=1C=C(C=CC1OC)C1(CCC(CC1)=O)C#C (4-(3-cyclopentyloxy-4-methoxyphenyl)-4-ethynylcyclohexan-1-one), IC=1C=C(C=CC1)C1=NC(=NO1)C (5-(3-iodophenyl)-3-methyl-[1,2,4]oxadiazole). The reagents and catalysts are C=1C=CC(=CC1)[P](C=2C=CC=CC2)(C=3C=CC=CC3)[Pd]([P](C=4C=CC=CC4)(C=5C=CC=CC5)C=6C=CC=CC6)([P](C=7C=CC=CC7)(C=8C=CC=CC8)C=9C=CC=CC9)[P](C=1C=CC=CC1)(C=1C=CC=CC1)C=1C=CC=CC1 (tetrakis(triphenylphosphine)palladium). Solvent: C(C)N(CC)CC (triethylamine). Run at time 15 hour. Product: C1(CCCC1)OC=1C=C(C=CC1OC)C1(CCC(CC1)=O)C#CC1=CC(=CC=C1)C1=NC(=NO1)C (4-(3-cyclopentyloxy-4-methoxyphenyl)-4-(2-[3-(3-methyl-[1,2,4]oxadiazole-5-yl)phenyl]ethynyl)cyclohexan-1-one). The yield is 78.0%. Reaction SMILES: [CH:1]1([O:6][C:7]2[CH:8]=[C:9]([C:15]3([C:22]#[CH:23])[CH2:20][CH2:19][C:18](=[O:21])[CH2:17][CH2:16]3)[CH:10]=[CH:11][C:12]=2[O:13][CH3:14])[CH2:5][CH2:4][CH2:3][CH2:2]1.I[C:25]1[CH:26]=[C:27]([C:31]2[O:35][N:34]=[C:33]([CH3:36])[N:32]=2)[CH:28]=[CH:29][CH:30]=1.C1(P(C2C=CC=CC=2)C2C=CC=CC=2)C=CC=CC=1>C(N(CC)CC)C.C1C=CC([P]([Pd]([P](C2C=CC=CC=2)(C2C=CC=CC=2)C2C=CC=CC=2)([P](C2C=CC=CC=2)(C2C=CC=CC=2)C2C=CC=CC=2)[P](C2C=CC=CC=2)(C2C=CC=CC=2)C2C=CC=CC=2)(C2C=CC=CC=2)C2C=CC=CC=2)=CC=1>[CH:1]1([O:6][C:7]2[CH:8]=[C:9]([C:15]3([C:22]#[C:23][C:29]4[CH:30]=[CH:25][CH:26]=[C:27]([C:31]5[O:35][N:34]=[C:33]([CH3:36])[N:32]=5)[CH:28]=4)[CH2:16][CH2:17][C:18](=[O:21])[CH2:19][CH2:20]3)[CH:10]=[CH:11][C:12]=2[O:13][CH3:14])[CH2:2][CH2:3][CH2:4][CH2:5]1 |^1:66,68,87,106|. Procedure: A stirred mixture of 4-(3-cyclopentyloxy-4-methoxyphenyl)-4-ethynylcyclohexan-1-one (0.200 g, 0.64 mmol) and 5-(3-iodophenyl)-3-methyl-[1,2,4]oxadiazole (0.201 g, 0.70 mmol) in dry triethylamine (4.6 mL) was treated under argon with a mixture of tetrakis(triphenylphosphine)palladium (0.032 g, 0.028 mmol), cuprous iodide (0.0067 g, 0.035 mmol), and triphenylphosphine (a small crystal) at 70° C. for 1 h and at 25° C. for 15 h. The reaction mixture was concentrated in vacuo and a solution of the re...